Dataset: the Open Reaction Database (ORD), a public repository of structured organic reaction records. Task: describe an organic reaction: reactants, conditions, products, and yield Starting materials: ClC1=CC(=C(CN2N=CC3=CC(=CC=C23)\C=C/2\C(NC(S2)=O)=O)C=C1)C(F)(F)F ((5Z)-5-({1-[4-chloro-2-(trifluoromethyl)benzyl]-1H-indazol-5-yl}methylidene)-2,4-dioxo-1,3-thiazolidine), ClCCC1N(CCC1)C (2-(2-chloroethyl)-1-methylpyrrolidine). Product: ClC1=CC(=C(CN2N=CC3=CC(=CC=C23)\C=C/2\C(N(C(S2)=O)CCC2N(CCC2)C)=O)C=C1)C(F)(F)F ((5Z)-5-({1-[4-Chloro-2-(trifluoromethyl)benzyl]-1H-indazol-5-yl}methylidene)-3-[2-(1-methylpyrrolidin-2-yl)ethyl]-1,3-thiazolidine-2,4-dione). RXN SMILES: [Cl:1][C:2]1[CH:25]=[CH:24][C:5]([CH2:6][N:7]2[C:15]3[C:10](=[CH:11][C:12](/[CH:16]=[C:17]4/[C:18](=[O:23])[NH:19][C:20](=[O:22])[S:21]/4)=[CH:13][CH:14]=3)[CH:9]=[N:8]2)=[C:4]([C:26]([F:29])([F:28])[F:27])[CH:3]=1.Cl[CH2:31][CH2:32][CH:33]1[CH2:37][CH2:36][CH2:35][N:34]1[CH3:38]>>[Cl:1][C:2]1[CH:25]=[CH:24][C:5]([CH2:6][N:7]2[C:15]3[C:10](=[CH:11][C:12](/[CH:16]=[C:17]4/[C:18](=[O:23])[N:19]([CH2:31][CH2:32][CH:33]5[CH2:37][CH2:36][CH2:35][N:34]5[CH3:38])[C:20](=[O:22])[S:21]/4)=[CH:13][CH:14]=3)[CH:9]=[N:8]2)=[C:4]([C:26]([F:27])([F:29])[F:28])[CH:3]=1. Procedure details: (5Z)-5-({1-[4-Chloro-2-(trifluoromethyl)benzyl]-1H-indazol-5-yl}methylidene)-3-[2-(1-methylpyrrolidin-2-yl)ethyl]-1,3-thiazolidine-2,4-dione was prepared from [(5Z)-5-({1-[4-chloro-2-(trifluoromethyl)benzyl]-1H-indazol-5-yl}methylidene)-2,4-dioxo-1,3-thiazolidine (from Example 1) and 2-(2-chloroethyl)-1-methylpyrrolidine following General Procedure H. Reactants: C(=O)(C(F)(F)F)O (TFA), FC(C1=NN=C2N1N=C(C=C2)N2C[C@H]1CC[C@@H](C2)N1C(=O)OC(C)(C)C)(F)F ((1R,5S)-tert-butyl 3-(3-(trifluoromethyl)-[1,2,4]triazolo[4,3-b]pyridazin-6-yl)-3,8-diazabicyclo[3.2.1]octane-8-carboxylate). Solvent: C(Cl)Cl (DCM), CO (methanol). Run at time 18 hour. The product is [C@H]12CN(C[C@H](CC1)N2)C=2C=CC=1N(N2)C(=NN1)C(F)(F)F (6-[(1R,5S)-3,8-diazabicyclo[3.2.1]oct-3-yl]-3-(trifluoromethyl)[1,2,4]triazolo[4,3-b]pyridazine). The yield is 101.5%. RXN SMILES: C(O)(C(F)(F)F)=O.[F:8][C:9]([F:35])([F:34])[C:10]1[N:14]2[N:15]=[C:16]([N:19]3[CH2:25][C@H:24]4[N:26](C(OC(C)(C)C)=O)[C@H:21]([CH2:22][CH2:23]4)[CH2:20]3)[CH:17]=[CH:18][C:13]2=[N:12][N:11]=1>C(Cl)Cl.CO>[C@@H:24]12[NH:26][C@@H:21]([CH2:22][CH2:23]1)[CH2:20][N:19]([C:16]1[CH:17]=[CH:18][C:13]3[N:14]([C:10]([C:9]([F:35])([F:34])[F:8])=[N:11][N:12]=3)[N:15]=1)[CH2:25]2. Reported procedure: TFA (2.42 ml, 31.4 mmol) was added to a stirred solution of (1R,5S)-tert-butyl 3-(3-(trifluoromethyl)-[1,2,4]triazolo[4,3-b]pyridazin-6-yl)-3,8-diazabicyclo[3.2.1]octane-8-carboxylate (443 mg, 1.11 mmol) in DCM (4.50 ml) at 25° C. The resulting solution was stirred at ambient temperature for 18 hours. The reaction mixture was diluted with methanol and the crude product was purified by ion exchange chromatography, using an SCX column. The desired product was eluted using 7M ammonia in methanol an... Reactants: peptide, N([C@@H](CC(O)=O)C(=O)N[C@@H](CC1=CC=CC=C1)C(=O)N)C(=O)OCC1C2=CC=CC=C2C2=CC=CC=C12 (Fmoc-Asp-Phe-NH2), Fmoc, tritylchloride polystyrene, CN1CCOCC1 (N-methyl-morpholin). Solvent: ClCCl (dichloromethane). Product: NCC(=O)N[C@@H](CC(O)=O)C(=O)N[C@@H](CC1=CC=CC=C1)C(=O)N (Gly-Asp-Phe-NH2), CN1CCOCC1 (NMM). Reaction SMILES: [NH:1]([C:21]([O:23]CC1C2C(=CC=CC=2)C2C1=CC=CC=2)=O)[C@H:2]([C:7]([NH:9][C@H:10]([C:18]([NH2:20])=[O:19])[CH2:11][C:12]1[CH:17]=[CH:16][CH:15]=[CH:14][CH:13]=1)=[O:8])[CH2:3][C:4](=[O:6])[OH:5].[CH3:38][N:39]1[CH2:44][CH2:43][O:42][CH2:41][CH2:40]1>ClCCl>[NH2:39][CH2:38][C:21]([NH:1][C@H:2]([C:7]([NH:9][C@H:10]([C:18]([NH2:20])=[O:19])[CH2:11][C:12]1[CH:13]=[CH:14][CH:15]=[CH:16][CH:17]=1)=[O:8])[CH2:3][C:4](=[O:6])[OH:5])=[O:23].[CH3:38][N:39]1[CH2:44][CH2:43][O:42][CH2:41][CH2:40]1. Procedure: The title compound was synthesized by solid-phase methodology on a ACT90 automated peptide synthesizer (Advanced ChemTec, Louisville, Ky.) using tritylchloride-polystyrene(1%)divinylbenzene (TCP; loading: 0.96 mmol/g; PepChem, Tubingen) and Fmoc-Asp-Phe-NH2 (NovaBiochem, Laufelfingen) as starting materials. The Fmoc-protected dipeptide amide (320.4 mg; 0.72 mmol) was dissolved in 4 ml dichloromethane. After 1 eq N-methyl-morpholin (NM1) was added the solution was given to 444 mg (0.48 mmol) dry ... Reactants: C(C)(=O)NC1=C(C=C(C=C1)O)[N+](=O)[O-] (1-acetamido-4-hydroxy-2-nitrobenzene), C(CCC)Br (n-butyl bromide), C([O-])([O-])=O.[K+].[K+] (potassium carbonate). The solvent is CC(=O)C (acetone). Yields the product C(C)(=O)NC1=C(C=C(C=C1)OCCCC)[N+](=O)[O-] (1-acetamido-4-n-butoxy-2-nitrobenzene). RXN SMILES: [C:1]([NH:4][C:5]1[CH:10]=[CH:9][C:8]([OH:11])=[CH:7][C:6]=1[N+:12]([O-:14])=[O:13])(=[O:3])[CH3:2].[CH2:15](Br)[CH2:16][CH2:17][CH3:18].C(=O)([O-])[O-].[K+].[K+]>CC(C)=O>[C:1]([NH:4][C:5]1[CH:10]=[CH:9][C:8]([O:11][CH2:15][CH2:16][CH2:17][CH3:18])=[CH:7][C:6]=1[N+:12]([O-:14])=[O:13])(=[O:3])[CH3:2] |f:2.3.4|. Procedure: 2.94 G. of 1-acetamido-4-hydroxy-2-nitrobenzene, 4.0 g. n-butyl bromide, and 4.2 g. of anhydrous potassium carbonate in 100 ml. of acetone are refluxed overnight with stirring. The mixture is evaporated, diluted with water and extracted with ether to afford 1-acetamido-4-n-butoxy-2-nitrobenzene. This latter compound is treated in accordance with the second paragraph of Example XXXI to afford 1-amino-4-n-butoxy-2-nitrobenzene. This latter compound is treated in accordance with the first paragraph...